Dataset: the Open Reaction Database (ORD), a public repository of structured organic reaction records. Task: describe an organic reaction: reactants, conditions, products, and yield The reactants are C(C1=CC=CC=C1)C1C(CCC(=C1)C)=O (2-benzyl-4-methyl-3-cyclohexen-1-one), F[B-](F)(F)F.C(C)[O+](CC)CC (triethyloxonium tetrafluoroborate), [N+](=[N-])=CC(=O)OC(C)(C)C (t-butyl diazoacetate). The solvent is C(Cl)Cl (methylene chloride). Reaction conditions: temperature -78 celsius, time 15 minute. Yields the product C(C1=CC=CC=C1)C1C(C(CCC(=C1)C)C(=O)OC(C)(C)C)=O (t-butyl 2-benzyl-4-methyl-3-cyclohepten-1-one-7-carboxylate). RXN SMILES: [CH2:1]([CH:8]1[CH:13]=[C:12]([CH3:14])[CH2:11][CH2:10][C:9]1=[O:15])[C:2]1[CH:7]=[CH:6][CH:5]=[CH:4][CH:3]=1.F[B-](F)(F)F.C([O+](CC)CC)C.[N+](=[CH:30][C:31]([O:33][C:34]([CH3:37])([CH3:36])[CH3:35])=[O:32])=[N-]>C(Cl)Cl>[CH2:1]([CH:8]1[CH:13]=[C:12]([CH3:14])[CH2:11][CH2:10][CH:30]([C:31]([O:33][C:34]([CH3:37])([CH3:36])[CH3:35])=[O:32])[C:9]1=[O:15])[C:2]1[CH:3]=[CH:4][CH:5]=[CH:6][CH:7]=1 |f:1.2|. Procedure details: To a stirred solution of the above ketone (19) (8.18 g) in methylene chloride (18 mL) at -78° C. was added a cold solution of triethyloxonium tetrafluoroborate (28 mL, 1N in CH2Cl2). Immediately afterwards t-butyl diazoacetate (4.1 mL) was added and the reaction stirred for 15 min at -78° C. then allowed to slowly warm up in an ice bath. After the cessation of gas evolution (~15 min), the reaction was quenched by the addition of aqueous saturated NaHCO3 (150 mL) and stirred an additional 15 min.... Solvent: CN(C)C=O (DMF), O (H2O). Reaction SMILES: [OH:1][C:2]1[CH:3]=[C:4]2[C:9](=[CH:10][CH:11]=1)[C:8](=[O:12])[N:7]([CH2:13][CH2:14][CH2:15][C:16]1[CH:21]=[CH:20][CH:19]=[CH:18][CH:17]=1)[CH2:6][CH2:5]2.C([O-])([O-])=O.[Cs+].[Cs+].[CH2:28]([O:30][CH:31]([O:35][CH2:36][CH3:37])[CH:32](Cl)[CH3:33])[CH3:29]>CN(C=O)C.O>[C:16]1([CH2:15][CH2:14][CH2:13][N:7]2[CH2:6][CH2:5][C:4]3[C:9](=[CH:10][CH:11]=[C:2]([O:1][CH2:33][CH2:32][CH:31]([O:35][CH2:36][CH3:37])[O:30][CH2:28][CH3:29])[CH:3]=3)[C:8]2=[O:12])[CH:21]=[CH:20][CH:19]=[CH:18][CH:17]=1 |f:1.2.3|. Procedure: A solution of 6-hydroxy-2-(3-phenylpropyl)-1-oxo-1,2,3,4-tetrahydroisoquinoline (7.55 g, 26.87 mmol), Cs2CO3 (18 g, 53.74 mmol) and chloropropionaldehyde diethyl acetal (5.4 mL, 32.2 mmol) in DMF (100 mL) is stirred for 48 hours. After this time the reaction is diluted with H2O (400 mL) and the resulting mixture extracted with EtOAc (2×200 mL). The combined organic phases are washed with saturated NaCl solution (2×400 mL), dried over MgSO4 and concentrated in vacuo. The residue is chromatographe... Starting materials: OC=1C=C2CCN(C(C2=CC1)=O)CCCC1=CC=CC=C1 (6-hydroxy-2-(3-phenylpropyl)-1-oxo-1,2,3,4-tetrahydroisoquinoline), C(=O)([O-])[O-].[Cs+].[Cs+] (Cs2CO3), C(C)OC(C(C)Cl)OCC (chloropropionaldehyde diethyl acetal). The product is C1(=CC=CC=C1)CCCN1C(C2=CC=C(C=C2CC1)OCCC(OCC)OCC)=O (2-(3-phenylpropyl)-6-(3,3-diethoxypropyloxy)-1-oxo-1,2,3,4-tetrahydroisoquinoline). Solvent: C(C)O (ethanol). Isolated yield 37.2%. RXN SMILES: [Cl:1][C:2]1[CH:7]=[CH:6][CH:5]=[C:4]([F:8])[C:3]=1[C:9]1[C:13]([C:14]([O:16][CH3:17])=[O:15])=[C:12]([C:18]([C:23](=O)[C:24]([F:27])([F:26])[F:25])=[CH:19][N:20](C)C)[O:11][N:10]=1.[Cl:29][C:30]1[CH:35]=[CH:34][C:33]([C:36]2[C:40]([C:41]([O:43][CH3:44])=[O:42])=[C:39]([NH:45]N)[O:38][N:37]=2)=[CH:32][CH:31]=1>C(O)C>[Cl:1][C:2]1[CH:7]=[CH:6][CH:5]=[C:4]([F:8])[C:3]=1[C:9]1[C:13]([C:14]([O:16][CH3:17])=[O:15])=[C:12]([C:18]2[CH:19]=[N:20][N:45]([C:39]3[O:38][N:37]=[C:36]([C:33]4[CH:32]=[CH:31][C:30]([Cl:29])=[CH:35][CH:34]=4)[C:40]=3[C:41]([O:43][CH3:44])=[O:42])[C:23]=2[C:24]([F:25])([F:26])[F:27])[O:11][N:10]=1. The product is ClC1=C(C(=CC=C1)F)C1=NOC(=C1C(=O)OC)C=1C=NN(C1C(F)(F)F)C1=C(C(=NO1)C1=CC=C(C=C1)Cl)C(=O)OC (Methyl 3-(2-chloro-6-fluorophenyl)-5-{[1-(4-methoxycarbonyl-3-(4-chlorophenyl)isoxazol-5-yl)-5-trifluoromethyl-1H-pyrazol-4-yl]}-isoxazole-4-carboxylate). Reported procedure: The mixture of methyl 3-(2-chloro-6-fluorophenyl)-5-(1-(dimethylamino)-4,4,4-trifluoro-3-oxobut-1-en-2-yl)isoxazole-4-carboxylate (157 mg, 0.37 mmol) and methyl 3-(4-chlorophenyl)-5-hydrazinoisoxazole-4-carboxylate (0.1 g, 0.37 mmol) in ethanol (1 mL) was heated at 60° C. for 5 h, the solution was evaporated and the product was crystallized from methanol to give 86 mg (37%) of example 131. 1H NMR (DMSO-D6, CCl4): 3.69 (3H, s, OCH3), 3.71 (3H, s, OCH3), 7.35 (1H, dd, CH-arom.), 7.47 (1H, d, CH-ar... Starting materials: ClC1=C(C(=CC=C1)F)C1=NOC(=C1C(=O)OC)C(=CN(C)C)C(C(F)(F)F)=O (methyl 3-(2-chloro-6-fluorophenyl)-5-(1-(dimethylamino)-4,4,4-trifluoro-3-oxobut-1-en-2-yl)isoxazole-4-carboxylate), ClC1=CC=C(C=C1)C1=NOC(=C1C(=O)OC)NN (methyl 3-(4-chlorophenyl)-5-hydrazinoisoxazole-4-carboxylate). Reaction conditions: temperature 60 celsius. Starting materials: C1(=CC=CC=C1)P(C1=CC=CC=C1)=O (diphenyl phosphine oxide), CC1=C(C=O)C(=CC(=C1)C)C (2,4,6-trimethylbenzaldehyde), C[O-].[Na+] (sodium methylate). Run in C1(=CC=CC=C1)C (toluene). Yields the product OC(C1=C(C=C(C=C1C)C)C)P(C1=CC=CC=C1)(C1=CC=CC=C1)=O (α-hydroxy-(2,4,6-trimethylbenzyl)-diphenyl phosphine oxide). Yield: 98.0%. As a reaction SMILES: [C:1]1([PH:7](=[O:14])[C:8]2[CH:13]=[CH:12][CH:11]=[CH:10][CH:9]=2)[CH:6]=[CH:5][CH:4]=[CH:3][CH:2]=1.[CH3:15][C:16]1[CH:23]=[C:22]([CH3:24])[CH:21]=[C:20]([CH3:25])[C:17]=1[CH:18]=[O:19].C[O-].[Na+]>C1(C)C=CC=CC=1>[OH:19][CH:18]([P:7](=[O:14])([C:8]1[CH:13]=[CH:12][CH:11]=[CH:10][CH:9]=1)[C:1]1[CH:2]=[CH:3][CH:4]=[CH:5][CH:6]=1)[C:17]1[C:16]([CH3:15])=[CH:23][C:22]([CH3:24])=[CH:21][C:20]=1[CH3:25] |f:2.3|. Procedure: To 101 g (0.5 mol) of diphenyl phosphine oxide and 74 g (0.5 mol) of 2,4,6-trimethylbenzaldehyde in 150 mL of toluene there were added 0.5 g of a 30 wt % strength sodium methylate solution. The product began to crystallize after 10 minutes and was isolated in the usual manner. Yield: 98%.